This data is from the Open Reaction Database (ORD), a public repository of structured organic reaction records. The task is: describe an organic reaction: reactants, conditions, products, and yield The reactants are O=C(NCC12CC3CC(CC(C3)C1)C2)c1cc(-n2ncc(=O)[nH]c2=O)ccc1Cl, CO, C[Si](C)(C)C=[N+]=[N-], C1COCCO1. Product: Cn1c(=O)cnn(-c2ccc(Cl)c(C(=O)NCC34CC5CC(CC(C5)C3)C4)c2)c1=O. RXN SMILES: [C:1]12([CH2:11][NH:12][C:13]([c:14]3[c:15]([Cl:28])[cH:16][cH:17][c:18](-[n:20]4[n:21][cH:22][c:23](=[O:27])[nH:24][c:25]4=[O:26])[cH:19]3)=[O:29])[CH2:2][CH:3]3[CH2:4][CH:5]([CH2:6][CH:7]([CH2:8]1)[CH2:9]3)[CH2:10]2.[CH3:30][OH:31].[CH3:32][Si:33]([CH:34]=[N+:35]=[N-:36])([CH3:37])[CH3:38].[O:39]1[CH2:40][CH2:41][O:42][CH2:43][CH2:44]1>>[C:1]12([CH2:11][NH:12][C:13]([c:14]3[c:15]([Cl:28])[cH:16][cH:17][c:18](-[n:20]4[n:21][cH:22][c:23](=[O:27])[n:24]([CH3:32])[c:25]4=[O:26])[cH:19]3)=[O:29])[CH2:2][CH:3]3[CH2:4][CH:5]([CH2:6][CH:7]([CH2:8]1)[CH2:9]3)[CH2:10]2. The reactants are C(C)(=O)OC(C)C (isopropyl acetate), FC1=CC=C(C=C1)CC(=O)C1=CC=CC=C1 (2-(4-fluorophenyl)-1-phenylethanone), COC(N(C)C)OC (dimethyl formamide dimethyl acetal). The product is CN(C=C(C(=O)C1=CC=CC=C1)C1=CC=C(C=C1)F)C (3-(dimethylamino)-2-(4-fluorophenyl)-1-phenyl-2-propen-1-one). RXN SMILES: [F:1][C:2]1[CH:7]=[CH:6][C:5]([CH2:8][C:9]([C:11]2[CH:16]=[CH:15][CH:14]=[CH:13][CH:12]=2)=[O:10])=[CH:4][CH:3]=1.C(OC(C)C)(=O)C.CO[CH:26](OC)[N:27]([CH3:29])[CH3:28]>>[CH3:26][N:27]([CH3:29])[CH:28]=[C:8]([C:5]1[CH:4]=[CH:3][C:2]([F:1])=[CH:7][CH:6]=1)[C:9]([C:11]1[CH:12]=[CH:13][CH:14]=[CH:15][CH:16]=1)=[O:10]. Procedure details: Following the procedure of example 1B, 13.8 g (0.0645 mol) of 2-(4-fluorophenyl)-1-phenylethanone was reacted with 20 mL of dimethyl formamide dimethyl acetal to yield 13.6 g of 3-(dimethylamino)-2-(4-fluorophenyl)-1-phenyl-2-propen-1-one, mp 115°-116° from isopropyl acetate. The enamine (10.5 g, 0.039 mol) was reacted with 6.03 g (0.039 mol) of ethyl hydrazinoacetate hydrochloride to yield 12.1 g of product mp 86°-87° C. from methyl-t-butyl ether. Yield: 64.9%. Run in C(C)(C)O (isopropanol). Starting materials: N(=[N+]=[N-])C=1C=C(C=C(C1)I)NC(OC1=CC=CC=C1)=NC#N (N-(3-azido-5-iodophenyl)-N'-cyanocarbamimidic acid, phenyl ester), C(C)(C)(CC)N (tert-amylamine). Reported procedure: Step B-2. To a stirred suspension of N-(3-azido-5-iodophenyl)-N'-cyanocarbamimidic acid, phenyl ester (B-1, 1.09 g, 2.69 mmol) in isopropanol (20 mL) is added tert-amylamine (0.95 mL, 8.08 mmol). The reaction mixture is heated to reflux for 2.5 hour. The cooled reaction mixture is concentrated and the residue is diluted with ether (50 mL) and washed with 1 N aqueous sodium hydroxide (2×15 ml). The aqueous is extracted with ether (2×30 mL). The combined organics are dried (MgSO4), filtered and co... As a reaction SMILES: [N:1]([C:4]1[CH:5]=[C:6]([NH:11][C:12](=[N:20][C:21]#[N:22])OC2C=CC=CC=2)[CH:7]=[C:8]([I:10])[CH:9]=1)=[N+:2]=[N-:3].[C:23]([NH2:28])([CH2:26][CH3:27])([CH3:25])[CH3:24]>C(O)(C)C>[N:1]([C:4]1[CH:5]=[C:6]([NH:11][C:12]([NH:20][C:21]#[N:22])=[N:28][C:23]([CH3:25])([CH3:24])[CH2:26][CH3:27])[CH:7]=[C:8]([I:10])[CH:9]=1)=[N+:2]=[N-:3]. The product is N(=[N+]=[N-])C=1C=C(C=C(C1)I)NC(=NC(CC)(C)C)NC#N (N-(3-azido-5-iodophenyl)-N'-cyano-N"-(1,1-dimethylpropyl)guanidine). Reactants: [N+](=O)([O-])[O-].[Ag+] (silver nitrate), C(CCC)C1=CC2=C(NN=N2)C=C1 (5-butylbenzotriazole), [OH-].[Na+] (sodium hydroxide), [N+](=O)([O-])[O-].[Ag+] (silver nitrate), C(CCC)C1=CC2=C(NN=N2)C=C1 (5-butylbenzotriazole), [OH-].[Na+] (sodium hydroxide), C(CCC)C1=CC2=C(NN=N2)C=C1 (5-butylbenzotriazole), [OH-].[Na+] (sodium hydroxide). Solvent: O (water), O (water), O (water), O (water), O (water). Conditions: time 4 minute. Product: C(CCC)C1=CC2=C(NN=N2)C=C1.[Ag] (silver 5-butylbenzotriazole). Reaction SMILES: [CH2:1]([C:5]1[CH:13]=[CH:12][C:8]2[NH:9][N:10]=[N:11][C:7]=2[CH:6]=1)[CH2:2][CH2:3][CH3:4].[OH-].[Na+].[N+]([O-])([O-])=O.[Ag+:20]>O>[CH2:1]([C:5]1[CH:13]=[CH:12][C:8]2[NH:9][N:10]=[N:11][C:7]=2[CH:6]=1)[CH2:2][CH2:3][CH3:4].[Ag:20] |f:1.2,3.4,6.7|. Procedure details: 1.0 g of 5-butylbenzotriazole, 0.24 g of sodium hydroxide, and 25 g of phthalated gelatin were dissolved in 700 mL of water. The solution was kept at 60° C. and stirred. Then, to the resulting solution were added a solution prepared by dissolving 5 g of 5-butylbenzotriazole and 1.2 g of sodium hydroxide in 150 mL of water and a solution prepared by dissolving 5 g of silver nitrate in 150 mL of water, simultaneously, over a period of 4 minutes. The resulting solution was stirred for 5 minutes. Af... Reactants: CO, CSc1c(F)cccc1NC(=O)C(F)(F)F, [K+], [OH-]. The product is CSc1c(N)cccc1F. Reaction SMILES: [CH3:19][OH:20].[CH3:1][S:2][c:3]1[c:4]([NH:10][C:11](=[O:12])[C:13]([F:14])([F:15])[F:16])[cH:5][cH:6][cH:7][c:8]1[F:9].[K+:18].[OH-:17]>>[CH3:1][S:2][c:3]1[c:4]([NH2:10])[cH:5][cH:6][cH:7][c:8]1[F:9]. The reactants are CCOC(=O)c1cc(C2=C(c3cc(C(F)(F)F)ccc3OCc3ccccc3)CCC2)ccc1N, CC(=O)Cl. Product: CCOC(=O)c1cc(C2=C(c3cc(C(F)(F)F)ccc3OCc3ccccc3)CCC2)ccc1NC(C)=O. Reaction SMILES: [CH2:5]([CH3:6])[O:7][C:8]([c:9]1[cH:10][c:11]([C:16]2=[C:17]([c:21]3[c:22]([O:31][CH2:32][c:33]4[cH:34][cH:35][cH:36][cH:37][cH:38]4)[cH:23][cH:24][c:25]([C:27]([F:28])([F:29])[F:30])[cH:26]3)[CH2:18][CH2:19][CH2:20]2)[cH:12][cH:13][c:14]1[NH2:15])=[O:39].[CH3:1][C:2]([Cl:3])=[O:4]>>[CH3:1][C:2](=[O:4])[NH:15][c:14]1[c:9]([C:8]([O:7][CH2:5][CH3:6])=[O:39])[cH:10][c:11]([C:16]2=[C:17]([c:21]3[c:22]([O:31][CH2:32][c:33]4[cH:34][cH:35][cH:36][cH:37][cH:38]4)[cH:23][cH:24][c:25]([C:27]([F:28])([F:29])[F:30])[cH:26]3)[CH2:18][CH2:19][CH2:20]2)[cH:12][cH:13]1.